From a dataset of the Open Reaction Database (ORD), a public repository of structured organic reaction records. describe an organic reaction: reactants, conditions, products, and yield The product is CC1=CC(=C(OCC2=CC=C(C=C2)NC(C)=O)C=C1)NC1=CC=NC2=NC(=CC=C12)C (N-{4-[4-Methyl-2-(7-methyl-[1,8]naphthyridin-4-ylamino)-phenoxymethyl]-phenyl}-acetamide). Starting materials: C(C)(C)(C)OC(N(C1=CC=NC2=NC(=CC=C12)C)C1=C(C=CC(=C1)C)O)=O ((2-Hydroxy-5-methyl-phenyl)-(7-methyl-[1,8]naphthyridin-4-yl)-carbamic acid tert-butyl ester), ClCC1=CC=C(C=C1)NC(C)=O (N-(4-chloromethyl-phenyl)-acetamide), C([O-])([O-])=O.[Cs+].[Cs+] (cesium carbonate), O (water). RXN SMILES: C(OC(=O)[N:7]([C:19]1[CH:24]=[C:23]([CH3:25])[CH:22]=[CH:21][C:20]=1[OH:26])[C:8]1[C:17]2[C:12](=[N:13][C:14]([CH3:18])=[CH:15][CH:16]=2)[N:11]=[CH:10][CH:9]=1)(C)(C)C.Cl[CH2:29][C:30]1[CH:35]=[CH:34][C:33]([NH:36][C:37](=[O:39])[CH3:38])=[CH:32][CH:31]=1.C(=O)([O-])[O-].[Cs+].[Cs+].O>[I-].C([N+](CCCC)(CCCC)CCCC)CCC.CN(C=O)C>[CH3:25][C:23]1[CH:22]=[CH:21][C:20]([O:26][CH2:29][C:30]2[CH:31]=[CH:32][C:33]([NH:36][C:37](=[O:39])[CH3:38])=[CH:34][CH:35]=2)=[C:19]([NH:7][C:8]2[C:17]3[C:12](=[N:13][C:14]([CH3:18])=[CH:15][CH:16]=3)[N:11]=[CH:10][CH:9]=2)[CH:24]=1 |f:2.3.4,6.7|. The solvent is CN(C)C=O (DMF). Reagents/catalysts: [I-].C(CCC)[N+](CCCC)(CCCC)CCCC (tetrabutylammonium iodide). Procedure: A solution of Example 104B (37 mg, 0.1 mmol), N-(4-chloromethyl-phenyl)-acetamide (22 mg, 0.12 mmol), cesium carbonate (130 mg, 0.4 mmol) and tetrabutylammonium iodide (0.001 g) in DMF (1 ml) was stirred at room temperature for 16 hours. The mixture was poured into water and extracted by ethyl acetate. The organic layer was dried with magnesium sulfate, filtered and concentrated under vacuum giving the title compound. The residue was added dichloromethane (2 mL) and trifluoroacetic acid (2 mL) a... The reactants are [Al+3], CCOC(C)=O, CCOCC, [H-], [H-], [H-], [H-], [Li+], COC(=O)c1cc(N)c(Cc2ccccc2)c(S(N)(=O)=O)c1, O, c1ccncc1. Product: Nc1cc(CO)cc(S(N)(=O)=O)c1Cc1ccccc1. RXN SMILES: [Al+3:2].[CH3:34][CH2:35][O:36][C:37](=[O:38])[CH3:39].[CH3:7][CH2:8][O:9][CH2:10][CH3:11].[H-:1].[H-:4].[H-:5].[H-:6].[Li+:3].[NH2:12][c:13]1[cH:14][c:15]([C:16](=[O:17])[O:18][CH3:19])[cH:20][c:21]([S:30]([NH2:31])(=[O:32])=[O:33])[c:22]1[CH2:23][c:24]1[cH:25][cH:26][cH:27][cH:28][cH:29]1.[OH2:46].[cH:40]1[cH:41][cH:42][n:43][cH:44][cH:45]1>>[NH2:12][c:13]1[cH:14][c:15]([CH2:16][OH:17])[cH:20][c:21]([S:30]([NH2:31])(=[O:32])=[O:33])[c:22]1[CH2:23][c:24]1[cH:25][cH:26][cH:27][cH:28][cH:29]1. Reactants: Cc1c(Br)ccc(O)c1[N+](=O)[O-], CI, CC(C)=O, [K+], [K+], O=C([O-])[O-]. Product: COc1ccc(Br)c(C)c1[N+](=O)[O-]. RXN SMILES: [Br:1][c:2]1[c:3]([CH3:12])[c:4]([N+:9](=[O:10])[O-:11])[c:5]([OH:8])[cH:6][cH:7]1.[CH3:19][I:20].[CH3:21][C:22](=[O:23])[CH3:24].[K+:13].[K+:14].[O-:15][C:16]([O-:17])=[O:18]>>[Br:1][c:2]1[c:3]([CH3:12])[c:4]([N+:9](=[O:10])[O-:11])[c:5]([O:8][CH3:16])[cH:6][cH:7]1. Product: C=C1CCOC2(C1)CCN(CC2)C(=O)OC(C)(C)C (tert-Butyl 4-methylene-1-oxa-9-azaspiro[5.5]undecane-9-carboxylate). The reactants are FC(F)(F)S(=O)(=O)O[Si](C)(C)C (trimethylsilyl trifluoromethylsulfonate), C[Si](CC(CCO[Si](C)(C)C)=C)(C)C (trimethyl-(2-methylene-4-trimethylsilyloxybutyl)silane), C(=O)(OC(C)(C)C)N1C(CCCC1)=O (1-Boc-piperidone), C(C)O[Si](C)(C)C (ethoxytrimethylsilane). Solvent: C(Cl)(Cl)(Cl)Cl (CCl4), C(Cl)(Cl)(Cl)Cl (CCl4). Run at temperature 2.5 celsius, time 8 hour. Procedure: To a solution of 1-Boc-piperidone (2.39 g, 12 mmol) and ethoxytrimethylsilane (3.75 mL, 24 mmol) in 80 mL of CCl4 under stirring at 0° C. was added trimethylsilyl trifluoromethylsulfonate (217 μL, 1.2 mmol) and trimethyl-(2-methylene-4-trimethylsilyloxybutyl)silane (E. I. Marko et al., Journal of Organic Chemistry 1992, 57, 2211-2213) dissolved in in 23 mL of CCl4. After stirring at 0-5° C. for 6 h and overnight resting at 0° C., the reaction mixture was washed with water, dried on Na2SO4, filte... As a reaction SMILES: [C:1]([N:8]1[CH2:13][CH2:12][CH2:11][CH2:10][C:9]1=O)([O:3][C:4]([CH3:7])([CH3:6])[CH3:5])=[O:2].C(O[Si](C)(C)C)C.FC(S(O[Si](C)(C)C)(=O)=O)(F)F.C[Si](C)(C)[CH2:36][C:37](=[CH2:45])[CH2:38][CH2:39][O:40][Si](C)(C)C>C(Cl)(Cl)(Cl)Cl>[CH2:36]=[C:37]1[CH2:45][C:11]2([CH2:12][CH2:13][N:8]([C:1]([O:3][C:4]([CH3:7])([CH3:6])[CH3:5])=[O:2])[CH2:9][CH2:10]2)[O:40][CH2:39][CH2:38]1. Yield: 1000.0%. Starting materials: Cl.CO (HCl methanol), C(C1=CC=CC=C1)=O (benzaldehyde), CC1=C(C=C(C(=C1Br)O)Br)C2(C=3C=CC=CC3S(=O)(=O)O2)C=4C=C(C(=C(C4C)Br)O)Br (bromocresol green), C(#N)[BH3-].[Na+] (sodium cyanoborohydride), NC1=CC=C(CN2C3=C(N([C@H]4[C@@H](C2=O)CCC4)C(CN4C(C=2C(C4=O)=CC=CC2)=O)=O)C=CC=C3)C=C1 ((3aR*,10aS*)-9-(4-aminobenzyl)-4-(phthalimidoacetyl)-2,3,3a,4,9,10a-hexahydrobenzo[b]cyclopenta[e][1,4]diazepin-10(1H)-one). Run in O (water), C(Cl)(Cl)Cl (chloroform), CO (methanol). Reaction conditions: time 40 minute. The product is C(C1=CC=CC=C1)NC1=CC=C(CN2C3=C(N([C@H]4[C@@H](C2=O)CCC4)C(CN4C(C=2C(C4=O)=CC=CC2)=O)=O)C=CC=C3)C=C1 ((3aR*,10aS*)-9-[4-(Benzylamino)benzyl]-4-(phthalimidoacetyl)-2,3,3a,4,9,10a-hexahydrobenzo[b]cyclopenta[e][1,4]diazepin-10(1H)-one). The yield is 69.7%. As a reaction SMILES: [NH2:1][C:2]1[CH:37]=[CH:36][C:5]([CH2:6][N:7]2[C:13](=[O:14])[C@H:12]3[CH2:15][CH2:16][CH2:17][C@H:11]3[N:10]([C:18](=[O:31])[CH2:19][N:20]3[C:24](=[O:25])[C:23]4=[CH:26][CH:27]=[CH:28][CH:29]=[C:22]4[C:21]3=[O:30])[C:9]3[CH:32]=[CH:33][CH:34]=[CH:35][C:8]2=3)=[CH:4][CH:3]=1.[CH:38](=O)[C:39]1[CH:44]=[CH:43][CH:42]=[CH:41][CH:40]=1.CC1C(Br)=C(O)C(Br)=CC=1C1(C2C=C(Br)C(O)=C(Br)C=2C)OS(=O)(=O)C2C=CC=CC1=2.C([BH3-])#N.[Na+].Cl.CO>C(Cl)(Cl)Cl.O.CO>[CH2:38]([NH:1][C:2]1[CH:3]=[CH:4][C:5]([CH2:6][N:7]2[C:13](=[O:14])[C@H:12]3[CH2:15][CH2:16][CH2:17][C@H:11]3[N:10]([C:18](=[O:31])[CH2:19][N:20]3[C:21](=[O:30])[C:22]4=[CH:29][CH:28]=[CH:27][CH:26]=[C:23]4[C:24]3=[O:25])[C:9]3[CH:32]=[CH:33][CH:34]=[CH:35][C:8]2=3)=[CH:36][CH:37]=1)[C:39]1[CH:44]=[CH:43][CH:42]=[CH:41][CH:40]=1 |f:3.4,5.6|. Procedure details: To a suspension of (3aR*,10aS*)-9-(4-aminobenzyl)-4-(phthalimidoacetyl)-2,3,3a,4,9,10a-hexahydrobenzo[b]cyclopenta[e][1,4]diazepin-10(1H)-one (198 mg, 0.4 mmol) in chloroform (2 mL)-methanol (2 mL) was added benzaldehyde (49 μL, 0.48 mmol) and the mixture was stirred at room temperature for 40 minutes. To the resulting solution was added bromocresol green as well as sodium cyanoborohydride (30 mg, 0.48 mmol). Then, 10% HCl/methanol was added dropwise until the color of the mixture had ceased to ... Starting materials: [Cl-].C(=O)(O)CO[C@H]1[C@@H](CCCC1)[NH3+] (trans-2-carboxymethoxy-cyclohexyl ammonium chloride), C1(=CC=C(C=C1)S(=O)(=O)Cl)C (p-toluenesulphonyl chloride). Run in C(C)OCC (diethyl ether), [OH-].[Na+] (NaOH). Conditions: time 20 hour. Product: C1(=CC=C(C=C1)S(=O)(=O)N[C@H]1[C@@H](CCCC1)OCC(=O)O)C (Trans-2-(2'-p-toluenesulphonamidocyclohexyloxy) acetic acid). Isolated yield 66.6%. Reaction SMILES: [Cl-].[C:2]([CH2:5][O:6][C@@H:7]1[CH2:12][CH2:11][CH2:10][CH2:9][C@H:8]1[NH3+:13])([OH:4])=[O:3].[C:14]1([CH3:24])[CH:19]=[CH:18][C:17]([S:20](Cl)(=[O:22])=[O:21])=[CH:16][CH:15]=1>[OH-].[Na+].C(OCC)C>[C:14]1([CH3:24])[CH:19]=[CH:18][C:17]([S:20]([NH:13][C@@H:8]2[CH2:9][CH2:10][CH2:11][CH2:12][C@H:7]2[O:6][CH2:5][C:2]([OH:4])=[O:3])(=[O:22])=[O:21])=[CH:16][CH:15]=1 |f:0.1,3.4|. Procedure: To a solution of trans-2-carboxymethoxy-cyclohexyl ammonium chloride (1.048 g, 5 mmoles) in 1N NaOH (15 ml), there was aded a solution of p-toluenesulphonyl chloride (1.048 g, 5.5 mmoles) in diethyl ether (20 ml). The mixture was vigorously stirred for 20 hours at room temperature. The aqueous phase was separated, washed with diethyl ether (20 ml), acidified with HCl 18% to pH 2 and extracted with diethyl ether (5×20 ml). The organic extracts were dried with MgSO4, the drying agent was filtered ...